This data is from the Open Reaction Database (ORD), a public repository of structured organic reaction records. The task is: describe an organic reaction: reactants, conditions, products, and yield The product is Cc1ccc(-c2nc3c(C(=O)NC4CC5CCCC(C4)N5C)cccc3o2)cc1. Reactants: CCN=C=NCCCN(C)C, CCOC(C)=O, CCN(C(C)C)C(C)C, Cl, Cl, Cl, CN1C2CCCC1CC(N)C2, CN(C)C=O, On1nnc2ccccc21, Cc1ccc(-c2nc3c(C(=O)O)cccc3o2)cc1. As a reaction SMILES: [CH2:34]([N:35]=[C:36]=[N:37][CH2:38][CH2:39][CH2:40][N:41]([CH3:42])[CH3:43])[CH3:44].[CH3:69][CH2:70][O:71][C:72](=[O:73])[CH3:74].[CH:55]([N:56]([CH2:57][CH3:58])[CH:59]([CH3:60])[CH3:61])([CH3:62])[CH3:63].[ClH:20].[ClH:21].[ClH:33].[NH2:22][CH:23]1[CH2:24][CH:25]2[CH2:26][CH2:27][CH2:28][CH:29]([CH2:30]1)[N:31]2[CH3:32].[O:64]=[CH:65][N:66]([CH3:67])[CH3:68].[OH:45][n:46]1[c:47]2[cH:48][cH:49][cH:50][cH:51][c:52]2[n:53][n:54]1.[c:1]1([CH3:19])[cH:2][cH:3][c:4](-[c:7]2[o:8][c:9]3[c:10]([n:11]2)[c:12]([C:16](=[O:17])[OH:18])[cH:13][cH:14][cH:15]3)[cH:5][cH:6]1>>[c:1]1([CH3:19])[cH:2][cH:3][c:4](-[c:7]2[o:8][c:9]3[c:10]([n:11]2)[c:12]([C:16](=[O:18])[NH:22][CH:23]2[CH2:24][CH:25]4[CH2:26][CH2:27][CH2:28][CH:29]([CH2:30]2)[N:31]4[CH3:32])[cH:13][cH:14][cH:15]3)[cH:5][cH:6]1. Reactants: BrC=1C=C2C(=CC=NC2=CC1)I (6-bromo-4-iodoquinoline), N1=CC=C(C=C1)B(O)O (4-pyridineboronic acid), tetrakis(triphenyphosphine)palladium[0], C([O-])([O-])=O.[K+].[K+] (potassium carbonate). Run in O1CCOCC1 (1,4-dioxane). Yield: 92.3%. RXN SMILES: [Br:1][C:2]1[CH:3]=[C:4]2[C:9](=[CH:10][CH:11]=1)[N:8]=[CH:7][CH:6]=[C:5]2I.[N:13]1[CH:18]=[CH:17][C:16](B(O)O)=[CH:15][CH:14]=1.C(=O)([O-])[O-].[K+].[K+]>O1CCOCC1>[Br:1][C:2]1[CH:3]=[C:4]2[C:9](=[CH:10][CH:11]=1)[N:8]=[CH:7][CH:6]=[C:5]2[C:16]1[CH:17]=[CH:18][N:13]=[CH:14][CH:15]=1 |f:2.3.4|. Reported procedure: A 1 L sealed tube charged with 6-bromo-4-iodoquinoline (11.58 g, 0.0347 mol), 4-pyridineboronic acid (5.97 g, 0.0486 mol), tetrakis(triphenyphosphine)palladium[0] (2.0 g, 0.00173 mol), 2 M aqueous potassium carbonate (152 mL) and 1,4-dioxane (152 mL) was stirred at 100° C. for 28 hrs. After cooling to rt, the organic layer was separated and the aqueous portion extracted with EtOAc (200 mL×3). The combined organic extracts were dried (Na2SO4), filtered and partially concentrated in vacuo. The res... The product is BrC=1C=C2C(=CC=NC2=CC1)C1=CC=NC=C1 (6-bromo-4-(4-pyridinyl)quinoline). Conditions: temperature 100 celsius, time 28 hour. The reactants are COC=1C=C(C=CC1)CC#N (2-(3-methoxyphenyl)acetonitrile), BrCCBr (1,2-dibromoethane), [OH-].[Na+] (sodium hydroxide). The reagents and catalysts are [Br-].C(CCC)[N+](CCCC)(CCCC)CCCC (tetrabutylammonium bromide). The solvent is C1(=CC=CC=C1)C (toluene), C(C)(=O)OCC (ethyl acetate). Reaction conditions: time 16 hour. The product is COC=1C=C(C=CC1)C1(CC1)C#N (1-(3-methoxyphenyl)cyclopropanecarbonitrile). The yield is 47.6%. RXN SMILES: [CH3:1][O:2][C:3]1[CH:4]=[C:5]([CH2:9][C:10]#[N:11])[CH:6]=[CH:7][CH:8]=1.Br[CH2:13][CH2:14]Br.[OH-].[Na+]>[Br-].C([N+](CCCC)(CCCC)CCCC)CCC.C1(C)C=CC=CC=1.C(OCC)(=O)C>[CH3:1][O:2][C:3]1[CH:4]=[C:5]([C:9]2([C:10]#[N:11])[CH2:14][CH2:13]2)[CH:6]=[CH:7][CH:8]=1 |f:2.3,4.5|. Procedure: To a mixture of 2-(3-methoxyphenyl)acetonitrile (100 mg, 0.679 mmol), 1,2-dibromoethane (88 μL, 1.02 mmol) and tetrabutylammonium bromide (50 mg, 0.16 mmol) in toluene (1.0 mL) was added an aqueous solution of sodium hydroxide (50%, 500 mg in 0.5 mL of water, 12.5 mmol) at room temperature. The reaction mixture was stirred at room temperature for 16 h. The reaction mixture was diluted with ethyl acetate (2 mL) and washed with water (0.5 mL×2) and brine (0.5 mL). The organics were dried over magn... The reactants are FC(CN)(F)F (2,2,2-trifluoroethanamine), CSC1=NN2C(C(=N1)SC)=NC=C2C#N (2,4-bis(methylthio)imidazo[2,1-f][1,2,4]triazine-7-carbonitrile). Run in CN1CCCC1=O (NMP), C(C)(=O)OCC (ethyl acetate). Reaction conditions: temperature 120 celsius. Yields the product CSC1=NN2C(C(=N1)NCC(F)(F)F)=NC=C2C#N (2-(methylthio)-4-((2,2,2-trifluoroethyl)amino)imidazo[2,1-f][1,2,4]triazine-7-carbonitrile). RXN SMILES: [F:1][C:2]([F:6])([F:5])[CH2:3][NH2:4].[CH3:7][S:8][C:9]1[N:14]=[C:13](SC)[C:12]2=[N:17][CH:18]=[C:19]([C:20]#[N:21])[N:11]2[N:10]=1>CN1C(=O)CCC1.C(OCC)(=O)C>[CH3:7][S:8][C:9]1[N:14]=[C:13]([NH:4][CH2:3][C:2]([F:6])([F:5])[F:1])[C:12]2=[N:17][CH:18]=[C:19]([C:20]#[N:21])[N:11]2[N:10]=1. Procedure: (I3A): 2,2,2-trifluoroethanamine (1252 mg, 12.64 mmol) was added to a solution of 2,4-bis(methylthio)imidazo[2,1-f][1,2,4]triazine-7-carbonitrile (I2A), 300 mg, 1.264 mmol) in NMP (3 mL) and the resulting mixture was heated at 120° C. for 5 h. The reaction mixture was diluted with ethyl acetate and washed with saturated sodium bicarbonate. The organic layer was dried over magnesium sulfate, filtered and concentrated in vacuo, the crude product was purified by flash chromatography on silica gel u...